From a dataset of the Open Reaction Database (ORD), a public repository of structured organic reaction records. describe an organic reaction: reactants, conditions, products, and yield The reactants are COC=1C(=C(C2=C(CCC(O2)(C)C(=O)O)C1C)C)C ((3,4-dihydro-6-methoxy-2,5,7,8-tetramethyl-2H-benzopyran-2-yl)carboxylic acid), S(=O)(Cl)Cl (thionyl chloride). The reagents and catalysts are CN(C=O)C (N,N-dimethylformamide). The solvent is ClCCCl (1,2-dichloroethane). The product is COC=1C(=C(C2=C(CCC(O2)(C)C(=O)Cl)C1C)C)C ((3,4-dihydro-6-methoxy-2,5,7,8-tetramethyl-2H-benzopyran-2-yl)carbonyl chloride). Reaction SMILES: [CH3:1][O:2][C:3]1[C:4]([CH3:19])=[C:5]([CH3:18])[C:6]2[O:11][C:10]([C:13](O)=[O:14])([CH3:12])[CH2:9][CH2:8][C:7]=2[C:16]=1[CH3:17].S(Cl)([Cl:22])=O>CN(C)C=O.ClCCCl>[CH3:1][O:2][C:3]1[C:4]([CH3:19])=[C:5]([CH3:18])[C:6]2[O:11][C:10]([C:13]([Cl:22])=[O:14])([CH3:12])[CH2:9][CH2:8][C:7]=2[C:16]=1[CH3:17]. Procedure: To a solution composed of 3.0 g of (3,4-dihydro-6-methoxy-2,5,7,8-tetramethyl-2H-benzopyran-2-yl)carboxylic acid, 2 drops of N,N-dimethylformamide and 50 ml of 1,2-dichloroethane was added 1.1 ml of thionyl chloride and the mixture was refluxed for 2 hours. After cooling, the reaction mixture was evaporated under reduced pressure to remove the low-boiling substances. This procedure gave (3,4-dihydro-6-methoxy-2,5,7,8-tetramethyl-2H-benzopyran-2-yl)carbonyl chloride in a quantitative yield of 3.3... Starting materials: ClCCCN1CC2C(C1)COC2 (5-(3-chloropropyl)hexahydro-1H-furo[3,4-c]pyrrole), ClC=1C=C(C=CC1F)NC1=NC=NC2=CC(=C(C=C12)O)OC (4-((3-chloro-4-fluorophenyl)amino)-7-methoxyquinazolin-6-ol), C(=O)([O-])[O-].[K+].[K+] (K2CO3), C(Cl)Cl (CH2Cl2). The reagents and catalysts are [I-].C(CCC)[N+](CCCC)(CCCC)CCCC (tetrabutylammonium iodide). Run in CN(C)C=O (DMF), CN(C)C=O (DMF). Run at time 10 minute. The product is ClC=1C=C(C=CC1F)NC1=NC=NC2=CC(=C(C=C12)OCCCN1CC2C(C1)COC2)OC (N-(3-chloro-4-fluorophenyl)-7-methoxy-6-(3-(tetrahydro-1H-furo[3,4-c]pyrrol-5(3H)-yl) propoxy)quinazolin-4-amine). Isolated yield 64.0%. RXN SMILES: [Cl:1][C:2]1[CH:3]=[C:4]([NH:9][C:10]2[C:19]3[C:14](=[CH:15][C:16]([O:21][CH3:22])=[C:17]([OH:20])[CH:18]=3)[N:13]=[CH:12][N:11]=2)[CH:5]=[CH:6][C:7]=1[F:8].C([O-])([O-])=O.[K+].[K+].Cl[CH2:30][CH2:31][CH2:32][N:33]1[CH2:37][CH:36]2[CH2:38][O:39][CH2:40][CH:35]2[CH2:34]1.C(Cl)Cl>CN(C=O)C.[I-].C([N+](CCCC)(CCCC)CCCC)CCC>[Cl:1][C:2]1[CH:3]=[C:4]([NH:9][C:10]2[C:19]3[C:14](=[CH:15][C:16]([O:21][CH3:22])=[C:17]([O:20][CH2:30][CH2:31][CH2:32][N:33]4[CH2:37][CH:36]5[CH2:38][O:39][CH2:40][CH:35]5[CH2:34]4)[CH:18]=3)[N:13]=[CH:12][N:11]=2)[CH:5]=[CH:6][C:7]=1[F:8] |f:1.2.3,7.8|. Procedure details: To a solution of 4-((3-chloro-4-fluorophenyl)amino)-7-methoxyquinazolin-6-ol (0.19 g) in DMF (6 mL) was added K2CO3 (0.42 g) and tetrabutylammonium iodide (20 mg). The mixture was stirred at room temperature for 10 min, to this, a solution of 5-(3-chloropropyl)hexahydro-1H-furo[3,4-c]pyrrole (0.13 g) in DMF (2 mL) was added. The reaction mixture was heated at 80° C. for 14 h under N2 and treated with CH2Cl2 (100 mL), then washed with water and brine. The mixture was dried over anhydrous Na2SO4 a... The reactants are C(CC)N(CCCOC1=CC=C(C=C1)C1=NC2=C(N1C/C=C/CN1C(=NC3=C1C=CC=C3)C3=CC=C(OCCCN(CCC)CCC)C=C3)C=CC=C2)CCC (E-(3-{4-[1-(4-{2-[4-(3-Dipropylaminopropoxy)phenyl]benzoimidazol-1-yl}but-2-enyl)-1H-benzoimidazol-2-yl]phenoxy}propyl)dipropylamine). The reagents and catalysts are [Pd] (palladium on carbon). Run in CO (methanol). Product: N (ammonia), C(CC)N(CCCOC1=CC=C(C=C1)C1=NC2=C(N1CCCCN1C(=NC3=C1C=CC=C3)C3=CC=C(OCCCN(CCC)CCC)C=C3)C=CC=C2)CCC ((3-{4-[1-(4-{2-[4-(3-Dipropylaminopropoxy)phenyl]benzoimidazol-1-yl}butyl)-1H-benzoimidazol-2-yl]phenoxy}propyl)dipropylamine). Yield: 97.7%. Reaction SMILES: [CH2:1]([N:4]([CH2:54][CH2:55][CH3:56])[CH2:5][CH2:6][CH2:7][O:8][C:9]1[CH:14]=[CH:13][C:12]([C:15]2[N:19]([CH2:20]/[CH:21]=[CH:22]/[CH2:23][N:24]3[C:28]4[CH:29]=[CH:30][CH:31]=[CH:32][C:27]=4[N:26]=[C:25]3[C:33]3[CH:49]=[CH:48][C:36]([O:37][CH2:38][CH2:39][CH2:40][N:41]([CH2:45][CH2:46][CH3:47])[CH2:42][CH2:43][CH3:44])=[CH:35][CH:34]=3)[C:18]3[CH:50]=[CH:51][CH:52]=[CH:53][C:17]=3[N:16]=2)=[CH:11][CH:10]=1)[CH2:2][CH3:3]>CO.[Pd]>[NH3:4].[CH2:54]([N:4]([CH2:1][CH2:2][CH3:3])[CH2:5][CH2:6][CH2:7][O:8][C:9]1[CH:14]=[CH:13][C:12]([C:15]2[N:19]([CH2:20][CH2:21][CH2:22][CH2:23][N:24]3[C:28]4[CH:29]=[CH:30][CH:31]=[CH:32][C:27]=4[N:26]=[C:25]3[C:33]3[CH:34]=[CH:35][C:36]([O:37][CH2:38][CH2:39][CH2:40][N:41]([CH2:42][CH2:43][CH3:44])[CH2:45][CH2:46][CH3:47])=[CH:48][CH:49]=3)[C:18]3[CH:50]=[CH:51][CH:52]=[CH:53][C:17]=3[N:16]=2)=[CH:11][CH:10]=1)[CH2:55][CH3:56]. Procedure: E-(3-{4-[1-(4-{2-[4-(3-Dipropylaminopropoxy)phenyl]benzoimidazol-1-yl}but-2-enyl)-1H-benzoimidazol-2-yl]phenoxy}propyl)dipropylamine (Example 2) (100 mg) is hydrogenated at 50 pounds per square inch (psi) in methanol (20 mL) with 20% palladium on carbon (10 mg) for 6 hours. The mixture is filtered and evaporated to leave a yellow solid. The solid is purified by MPLC on silica gel eluting with 200:8:1 dichloromethane:ethanol:0.880 aqueous ammonia to give 49 mg of the title compound as a white sol... The reactants are C(O)([O-])=O.[Na+] (sodium hydrogen carbonate), O1C(=CC=C1)C=O (2-Furaldehyde), NC1=C(C=CC(=C1)C(F)(F)F)C(=O)N(C1CN(CCC1)C(=O)OC(C)(C)C)CC(C)C (tert-butyl 3-[{[2-amino-4-(trifluoromethyl)phenyl]carbonyl}(2-methylpropyl)amino]piperidine-1-carboxylate), C(C)(=O)O[BH-](OC(C)=O)OC(C)=O.[Na+] (sodium triacetoxyborohydride). Run in C(C)(=O)O (acetic acid). Conditions: time 8 hour. Yields the product O1C(=CC=C1)CNC1=C(C(=O)N(C2CNCCC2)CC(C)C)C=CC(=C1)C(F)(F)F (2-[(furan-2-ylmethyl)amino]-N-(2-methylpropyl)-N-piperidin-3-yl-4-(trifluoromethyl)benzamide). The yield is 3.9%. Reaction SMILES: [O:1]1[CH:5]=[CH:4][CH:3]=[C:2]1[CH:6]=O.[NH2:8][C:9]1[CH:14]=[C:13]([C:15]([F:18])([F:17])[F:16])[CH:12]=[CH:11][C:10]=1[C:19]([N:21]([CH2:35][CH:36]([CH3:38])[CH3:37])[CH:22]1[CH2:27][CH2:26][CH2:25][N:24](C(OC(C)(C)C)=O)[CH2:23]1)=[O:20].C(O[BH-](OC(=O)C)OC(=O)C)(=O)C.[Na+].C(=O)([O-])O.[Na+]>C(O)(=O)C>[O:1]1[CH:5]=[CH:4][CH:3]=[C:2]1[CH2:6][NH:8][C:9]1[CH:14]=[C:13]([C:15]([F:18])([F:16])[F:17])[CH:12]=[CH:11][C:10]=1[C:19]([N:21]([CH2:35][CH:36]([CH3:38])[CH3:37])[CH:22]1[CH2:27][CH2:26][CH2:25][NH:24][CH2:23]1)=[O:20] |f:2.3,4.5|. Procedure details: 2-Furaldehyde (0.20 g) and tert-butyl 3-[{[2-amino-4-(trifluoromethyl)phenyl]carbonyl}(2-methylpropyl)amino]piperidine-1-carboxylate (0.33 g) were dissolved in acetic acid (5.0 ml), sodium triacetoxyborohydride (0.31 g) was added and the mixture was stirred at room temperature overnight. The reaction mixture was basified with saturated aqueous sodium hydrogen carbonate, and the mixture was extracted with ethyl acetate. The extract was washed with saturated brine, and dried over anhydrous magnesi...